This data is from the Open Reaction Database (ORD), a public repository of structured organic reaction records. The task is: describe an organic reaction: reactants, conditions, products, and yield Reactants: CC1=CC=C(C(=N)NC2=C(C=CC=C2C)C)C=C1 (4-methyl-N1-(2,6-dimethylphenyl)benzamidine), CI (methyliodide), C(CC)C1=C(C=CC=C1)N=C(C1=CC=C(C=C1)C)NP(C1=CC=CC=C1)C1=CC=CC=C1 (N′-(2-n-propylphenyl)-N-(diphenylphosphino)-4-methylbenzamidine), C(CCC)[Li] (butyllithium). Product: C(CC)C1=C(C=CC=C1)N=C(C1=CC=C(C=C1)C)N(C)P(C1=CC=CC=C1)C1=CC=CC=C1 (N′-(2-n-propylphenyl)-N-(diphenylphosphino)-N-methyl-4-methylbenzamidine). RXN SMILES: [CH3:1]C1C=CC(C(NC2C(C)=CC=CC=2C)=N)=CC=1.[CH2:19]([C:22]1[CH:27]=[CH:26][CH:25]=[CH:24][C:23]=1[N:28]=[C:29]([NH:37][P:38]([C:45]1[CH:50]=[CH:49][CH:48]=[CH:47][CH:46]=1)[C:39]1[CH:44]=[CH:43][CH:42]=[CH:41][CH:40]=1)[C:30]1[CH:35]=[CH:34][C:33]([CH3:36])=[CH:32][CH:31]=1)[CH2:20][CH3:21].C([Li])CCC.CI>>[CH2:19]([C:22]1[CH:27]=[CH:26][CH:25]=[CH:24][C:23]=1[N:28]=[C:29]([N:37]([P:38]([C:39]1[CH:40]=[CH:41][CH:42]=[CH:43][CH:44]=1)[C:45]1[CH:50]=[CH:49][CH:48]=[CH:47][CH:46]=1)[CH3:1])[C:30]1[CH:35]=[CH:34][C:33]([CH3:36])=[CH:32][CH:31]=1)[CH2:20][CH3:21]. Reported procedure: Procedure as described for NSP Amidine III using the following amounts: 1.42 g of N′-(2-n-propylphenyl)-N-(diphenylphosphino)-4-methylbenzamidine (3.0 mmol), 1.50 mL of 2.0 M butyllithium (15.0 mmol), 1.50 mL of 2.0 M methyliodide (3.0 mmol). Following removal of lithium iodide via filtration and removal of solvent in vacuo, a yellow sticky residue was recovered (1.63 g, 67%). Reactants: O=C(O)C1CCCN1Cc1ccccc1, COC(CN)OC, ClCCl, [Na+], O=C([O-])O, On1nnc2ccccc21. Yields the product COC(CNC(=O)C1CCCN1Cc1ccccc1)OC. RXN SMILES: [CH2:1]([c:2]1[cH:3][cH:4][cH:5][cH:6][cH:7]1)[N:8]1[CH:9]([C:13](=[O:14])[OH:15])[CH2:10][CH2:11][CH2:12]1.[CH3:16][O:17][CH:18]([CH2:19][NH2:20])[O:21][CH3:22].[Cl:38][CH2:39][Cl:40].[Na+:37].[O-:33][C:34]([OH:35])=[O:36].[OH:23][n:24]1[c:25]2[c:26]([cH:27][cH:28][cH:29][cH:30]2)[n:31][n:32]1>>[CH2:1]([c:2]1[cH:3][cH:4][cH:5][cH:6][cH:7]1)[N:8]1[CH:9]([C:13](=[O:15])[NH:20][CH2:19][CH:18]([O:17][CH3:16])[O:21][CH3:22])[CH2:10][CH2:11][CH2:12]1. The reactants are N1CCOCC1 (morpholine), crude product, C(=O)(O)C=1C=NC(=NC1)N1CCC(CC1)C1=NC=2CC(CC(C2C(=C1C(C1=CC=C(C=C1)C(F)(F)F)F)C1CCC(CC1)(F)F)OCC1=CC=C(C=C1)OC)(C)C (2-[1-(5-Carboxypyrimidin-2-yl)piperidin-4-yl]-4-(4,4-difluorocyclohexyl)-3-{fluoro[4-(trifluoromethyl)phenyl]methyl}-5-[(4-methoxybenzyl)oxy]-7,7-dimethyl-5,6,7,8-tetrahydroquinoline). Yields the product FC1(CCC(CC1)C1=C(C(=NC=2CC(CC(C12)O)(C)C)C1CCN(CC1)C1=NC=C(C=N1)C(=O)N1CCOCC1)C(C1=CC=C(C=C1)C(F)(F)F)F)F (4-(4,4-Difluorocyclohexyl)-3-{fluoro[4-(trifluoromethyl)phenyl]methyl}-7,7-dimethyl-2-{1-[5-(morpholin-4-yl-carbonyl)pyrimidin-2-yl]piperidin-4-yl}-5,6,7,8-tetrahydroquinolin-5-ol), solid. Isolated yield 49.0%. As a reaction SMILES: [NH:1]1[CH2:6][CH2:5][O:4][CH2:3][CH2:2]1.[C:7]([C:10]1[CH:11]=[N:12][C:13]([N:16]2[CH2:21][CH2:20][CH:19]([C:22]3[C:31]([CH:32]([F:43])[C:33]4[CH:38]=[CH:37][C:36]([C:39]([F:42])([F:41])[F:40])=[CH:35][CH:34]=4)=[C:30]([CH:44]4[CH2:49][CH2:48][C:47]([F:51])([F:50])[CH2:46][CH2:45]4)[C:29]4[CH:28]([O:52]CC5C=CC(OC)=CC=5)[CH2:27][C:26]([CH3:63])([CH3:62])[CH2:25][C:24]=4[N:23]=3)[CH2:18][CH2:17]2)=[N:14][CH:15]=1)(O)=[O:8]>>[F:51][C:47]1([F:50])[CH2:46][CH2:45][CH:44]([C:30]2[C:29]3[CH:28]([OH:52])[CH2:27][C:26]([CH3:62])([CH3:63])[CH2:25][C:24]=3[N:23]=[C:22]([CH:19]3[CH2:18][CH2:17][N:16]([C:13]4[N:14]=[CH:15][C:10]([C:7]([N:1]5[CH2:6][CH2:5][O:4][CH2:3][CH2:2]5)=[O:8])=[CH:11][N:12]=4)[CH2:21][CH2:20]3)[C:31]=2[CH:32]([F:43])[C:33]2[CH:34]=[CH:35][C:36]([C:39]([F:40])([F:42])[F:41])=[CH:37][CH:38]=2)[CH2:49][CH2:48]1. Procedure: Reactions similar to those of the second step of Reference Example 25 and Example 38 were performed except for using morpholine instead of methylamine aqueous solution, and from 70 mg of the crude product of 2-[1-(5-Carboxypyrimidin-2-yl)piperidin-4-yl]-4-(4,4-difluorocyclohexyl)-3-{fluoro[4-(trifluoromethyl)phenyl]methyl}-5-[(4-methoxybenzyl)oxy]-7,7-dimethyl-5,6,7,8-tetrahydroquinoline, which was prepared in the first step of Reference Example 25, 27 mg of the title compound was obtained as a ... The reactants are OCCNC1=NC(=NC(=N1)NCCO)NC1=CC(=CC=C1)O (2,4-bis-(2-Hydroxyethylamino)-6-(3-hydroxyanilino)-1,3,5-triazine), OCCNC1=NC(=NC(=N1)NCCO)NC1=CC=C(C=C1)Cl (2,4-bis-(2-hydroxyethylamino)-6-(4-chloroanilino)-1,3,5-triazine), OCCNC1=NC(=NC(=N1)NCCO)NC1=CC(=CC=C1)OC (2,4-bis-(2-hydroxyethylamino)-6-(3-methoxyanilino)-1,3,5-triazine), OCCNC1=NC(=NC(=N1)NCCO)NC1=C(C=CC=C1)Cl (2,4-bis-(2-hydroxyethylamino)-6-(2-chloroanilino)-1,3,5-triazine), OCCNC1=NC(=NC(=N1)NCCO)NC1=CC(=CC=C1)Cl (2,4-bis-(2-hydroxyethylamino)-6-(3-chloroanilino)-1,3,5-triazine). The product is OCCNC1=NC(=NC(=N1)NCCO)NC1=CC=C(C=C1)CCCCCCCC (2,4-bis-(2-hydroxyethylamino)-6-(4-octylanilino)-1,3,5-triazine). Reaction SMILES: [OH:1][CH2:2][CH2:3][NH:4][C:5]1[N:10]=[C:9]([NH:11][CH2:12][CH2:13][OH:14])[N:8]=[C:7]([NH:15][C:16]2[CH:21]=[CH:20][CH:19]=[C:18](O)[CH:17]=2)[N:6]=1.OCCNC1N=C(NCCO)N=C(N[C:38]2[CH:43]=[CH:42][CH:41]=[CH:40][C:39]=2Cl)N=1.O[CH2:46][CH2:47]NC1N=C(NCCO)N=C(NC2C=CC=C(Cl)C=2)N=1.OCCNC1N=C(NCCO)N=C(NC2C=CC(Cl)=CC=2)N=1.OCCNC1N=C(NCCO)N=C(NC2C=CC=C(OC)C=2)N=1>>[OH:1][CH2:2][CH2:3][NH:4][C:5]1[N:10]=[C:9]([NH:11][CH2:12][CH2:13][OH:14])[N:8]=[C:7]([NH:15][C:16]2[CH:21]=[CH:20][C:19]([CH2:46][CH2:47][CH2:38][CH2:43][CH2:42][CH2:41][CH2:40][CH3:39])=[CH:18][CH:17]=2)[N:6]=1. Reported procedure: 2,4-bis-(2-Hydroxyethylamino)-6-(3-hydroxyanilino)-1,3,5-triazine, 2,4-bis-(2-hydroxyethylamino)-6-(2-chloroanilino)-1,3,5-triazine, 2,4-bis-(2-hydroxyethylamino)-6-(3-chloroanilino)-1,3,5-triazine, 2,4-bis-(2-hydroxyethylamino)-6-(4-chloroanilino)-1,3,5-triazine and 2,4-bis-(2-hydroxyethylamino)-6-(3-methoxyanilino)-1,3,5-triazine are particularly preferred. Starting materials: C(C)(=O)SCC(C(=O)N1CO[C@@H]([C@H]1C(=O)OC)C)C(F)(F)F ((4S-trans)-3-[3-(Acetylthio)-2-trifluoromethyl-1-oxopropyl]-5-methyl-4-oxazolidinecarboxylic acid, methyl ester), [OH-].[Na+] (sodium hydroxide). The product is SCC(C(=O)N1CO[C@@H]([C@H]1C(=O)O)C)C(F)(F)F ((4S-trans)-3-(3-mercapto-2-trifluoromethyl-1-oxopropyl)-5-methyl-4-oxazolidinecarboxylic acid). As a reaction SMILES: C([S:4][CH2:5][CH:6]([C:19]([F:22])([F:21])[F:20])[C:7]([N:9]1[C@H:13]([C:14]([O:16]C)=[O:15])[C@@H:12]([CH3:18])[O:11][CH2:10]1)=[O:8])(=O)C.[OH-].[Na+]>>[SH:4][CH2:5][CH:6]([C:19]([F:22])([F:21])[F:20])[C:7]([N:9]1[C@H:13]([C:14]([OH:16])=[O:15])[C@@H:12]([CH3:18])[O:11][CH2:10]1)=[O:8] |f:1.2|. Procedure details: The product from part (c) is treated with sodium hydroxide according to the procedure of Example 1(c) to yield (4S-trans)-3-(3-mercapto-2-trifluoromethyl-1-oxopropyl)-5-methyl-4-oxazolidinecarboxylic acid. This diastereoisomeric mixture can then be separated into the individual isomers. Starting materials: C(C)(=O)SCC(=O)N[C@@H]1CC[C@H](CC1)O[N+](=O)[O-] (2-acetylmercapto-N-(trans-4-nitroxycyclohexyl)acetic acid amide), O([N+](=O)[O-])[C@@H]1CC[C@H](CC1)N (trans-4-nitroxycyclohexylamine), C(C)(=O)SCC(=O)Cl (2-acetylmercaptoacetic acid chloride). Product: C(CC)(=O)N[C@@H]1CC[C@H](CC1)O[N+](=O)[O-] (trans-N-propionyl-4-nitroxycyclohexylamine). The yield is 67.0%. As a reaction SMILES: C(S[CH2:5][C:6]([NH:8][C@H:9]1[CH2:14][CH2:13][C@H:12]([O:15][N+:16]([O-:18])=[O:17])[CH2:11][CH2:10]1)=[O:7])(=O)C.O([C@H:23]1CC[C@H](N)CC1)[N+]([O-])=O.C(SCC(Cl)=O)(=O)C>>[C:6]([NH:8][C@H:9]1[CH2:14][CH2:13][C@H:12]([O:15][N+:16]([O-:18])=[O:17])[CH2:11][CH2:10]1)(=[O:7])[CH2:5][CH3:23]. Procedure details: 2-acetylmercapto-N-(trans-4-nitroxycyclohexyl)acetic acid amide from trans-4-nitroxycyclohexylamine and 2-acetylmercaptoacetic acid chloride melting point: 127°-129° C. (ether), yield: 67% of theory. Product: CC(=O)Nc1ccc(NS(=O)(=O)c2ccc(C(C)(C)C)cc2)cn1. Reaction SMILES: [C:17]([CH3:18])([CH3:19])([CH3:20])[c:21]1[cH:22][cH:23][cH:24][cH:25][cH:26]1.[NH2:1][c:2]1[cH:3][cH:4][c:5]([NH:8][C:9]([CH3:10])=[O:11])[n:6][cH:7]1.[S:12](=[O:13])(=[O:14])([Cl:15])[Cl:16]>>[NH:1]([c:2]1[cH:3][cH:4][c:5]([NH:8][C:9]([CH3:10])=[O:11])[n:6][cH:7]1)[S:12](=[O:13])(=[O:14])[c:24]1[cH:23][cH:22][c:21]([C:17]([CH3:18])([CH3:19])[CH3:20])[cH:26][cH:25]1. The reactants are CC(C)(C)c1ccccc1, CC(=O)Nc1ccc(N)cn1, O=S(=O)(Cl)Cl.